The task is: describe an organic reaction: reactants, conditions, products, and yield. This data is from the Open Reaction Database (ORD), a public repository of structured organic reaction records. Starting materials: C=CC1=CC=CC=C1 (styrene), [N+](=[N-])=CC(=O)OC1(CCC(CC1)C(C)C)C (1-menthyl diazoacetate). Run in ClCCl (dichloromethane), ClCCl (dichloromethane), ClCCl (dichloromethane). Yields the product C1(=CC=CC=C1)C1C(C1)C(=O)OC1(CCC(CC1)C(C)C)C (1-Menthyl 2-Phenylcyclopropanecarboxylate). Reaction SMILES: [CH2:1]=[CH:2][C:3]1[CH:8]=[CH:7][CH:6]=[CH:5][CH:4]=1.[N+](=[CH:11][C:12]([O:14][C:15]1([CH3:24])[CH2:20][CH2:19][CH:18]([CH:21]([CH3:23])[CH3:22])[CH2:17][CH2:16]1)=[O:13])=[N-]>ClCCl>[C:3]1([CH:2]2[CH2:1][CH:11]2[C:12]([O:14][C:15]2([CH3:24])[CH2:20][CH2:19][CH:18]([CH:21]([CH3:23])[CH3:22])[CH2:17][CH2:16]2)=[O:13])[CH:8]=[CH:7][CH:6]=[CH:5][CH:4]=1. Reported procedure: To a mixture of styrene (1.063 g, 10.2 mmol) and Rh2 (4R-BNOX)4 (0.0050 g, 0.0058 mmol) in 3.0 mL of refluxing anhydrous dichloromethane was added, by syringe at room temperature, 1-menthyl diazoacetate (0.109 g, 0.485 mmol) in 3.0 mL of dichloromethane under nitrogen &nd at an addition rate of 0.8 mL/h (syringe pump). After addition was complete, the dichloromethane solution was passed through a plug of neutral alumina, and solvent was removed under reduced pressure. The residue was analyzed by...